Dataset: the Open Reaction Database (ORD), a public repository of structured organic reaction records. Task: describe an organic reaction: reactants, conditions, products, and yield The solvent is C(Cl)Cl (methylene chloride). Starting materials: [OH-].[Na+] (sodium hydroxide), C(C1=CC=CC=C1)OC(=O)N1CCC(CC1)OC=1C=C2C(=NNC2=CC1)S(=O)(=O)C1=CC=CC2=CC=CC=C12 (4-[3-(1-naphthylsulfonyl)-1H-indazol-5-yloxy]piperidin-1-ylcarboxylic acid benzyl ester), C1(=CC=CC=C1)OC (anisole), OS(=O)(=O)C(F)(F)F (triflic acid). Reaction SMILES: C(OC([N:11]1[CH2:16][CH2:15][CH:14]([O:17][C:18]2[CH:19]=[C:20]3[C:24](=[CH:25][CH:26]=2)[NH:23][N:22]=[C:21]3[S:27]([C:30]2[C:39]3[C:34](=[CH:35][CH:36]=[CH:37][CH:38]=3)[CH:33]=[CH:32][CH:31]=2)(=[O:29])=[O:28])[CH2:13][CH2:12]1)=O)C1C=CC=CC=1.C1(OC)C=CC=CC=1.OS(C(F)(F)F)(=O)=O.[OH-].[Na+]>C(Cl)Cl>[C:30]1([S:27]([C:21]2[C:20]3[C:24](=[CH:25][CH:26]=[C:18]([O:17][CH:14]4[CH2:15][CH2:16][NH:11][CH2:12][CH2:13]4)[CH:19]=3)[NH:23][N:22]=2)(=[O:28])=[O:29])[C:39]2[C:34](=[CH:35][CH:36]=[CH:37][CH:38]=2)[CH:33]=[CH:32][CH:31]=1 |f:3.4|. Yields the product C1(=CC=CC2=CC=CC=C12)S(=O)(=O)C1=NNC2=CC=C(C=C12)OC1CCNCC1 (3-(1-naphthylsulfonyl)-5-(piperidin-4-yloxy)-1H-indazole). Run at temperature 0 celsius, time 1.5 hour. Yield: 64.2%. Procedure: A solution of 4-[3-(1-naphthylsulfonyl)-1H-indazol-5-yloxy]piperidin-1-ylcarboxylic acid benzyl ester (1.78 g, 3.29 mmol) and anisole (1.1 mL, 9.9 mmol) in methylene chloride at 0° C. was treated with triflic acid (2.05 mL, 23.2 mmol), stirred at 0° C. under nitrogen for 1.5 hours, treated with 2.5 N sodium hydroxide and extracted with warm ethyl acetate. The extracts were combined, washed with brine, dried over anhydrous magnesium sulfate and concentrated in vacuo. The resultant residue was pur...